From a dataset of the Open Reaction Database (ORD), a public repository of structured organic reaction records. describe an organic reaction: reactants, conditions, products, and yield The reactants are C1CCOC1, COc1ccc2c(c1)CCC(c1ccc(S(C)(=O)=O)cc1)C2=O, BrP(Br)Br. Product: COc1ccc2c(c1)CCC(c1ccc(S(C)(=O)=O)cc1)=C2Br. Reaction SMILES: [CH2:28]1[O:29][CH2:30][CH2:31][CH2:32]1.[CH3:1][S:2](=[O:3])(=[O:4])[c:5]1[cH:6][cH:7][c:8]([CH:11]2[C:12](=[O:23])[c:13]3[cH:14][cH:15][c:16]([O:21][CH3:22])[cH:17][c:18]3[CH2:19][CH2:20]2)[cH:9][cH:10]1.[P:24]([Br:25])([Br:26])[Br:27]>>[CH3:1][S:2](=[O:3])(=[O:4])[c:5]1[cH:6][cH:7][c:8]([C:11]2=[C:12]([Br:25])[c:13]3[cH:14][cH:15][c:16]([O:21][CH3:22])[cH:17][c:18]3[CH2:19][CH2:20]2)[cH:9][cH:10]1. Product: FC1=C(C(=NN1C1=CC=CC=C1)C(F)(F)F)C=O (5-fluoro-1-phenyl-3-trifluoromethyl-1H-pyrazole-4-carboaldehyde). RXN SMILES: [F-:1].[K+].Cl[C:4]1[N:8]([C:9]2[CH:14]=[CH:13][CH:12]=[CH:11][CH:10]=2)[N:7]=[C:6]([C:15]([F:18])([F:17])[F:16])[C:5]=1[CH:19]=[O:20].O>CS(C)=O>[F:1][C:4]1[N:8]([C:9]2[CH:14]=[CH:13][CH:12]=[CH:11][CH:10]=2)[N:7]=[C:6]([C:15]([F:18])([F:17])[F:16])[C:5]=1[CH:19]=[O:20] |f:0.1|. Solvent: CS(=O)C (dimethyl sulfoxide). The reactants are [F-].[K+] (potassium fluoride), ClC1=C(C(=NN1C1=CC=CC=C1)C(F)(F)F)C=O (5-chloro-1-phenyl-3-trifluoromethyl-1H-pyrazole-4-carboaldehyde), O (water). Procedure: 10.5 g (180.2 mmoles) of potassium fluoride was added to a solution of 33.0 g (120.1 mmoles) of 5-chloro-1-phenyl-3-trifluoromethyl-1H-pyrazole-4-carboaldehyde dissolved in 500 ml of dimethyl sulfoxide. The mixture was stirred at 100° C. for 2 hours to give rise to a reaction. After the completion of the reaction, the reaction mixture was poured into water, followed by extraction with ethyl acetate. The resulting organic layer was washed with an aqueous sodium chloride solution and then dried ov... Reaction conditions: temperature 100 celsius, time 2 hour. The yield is 85.5%. Starting materials: CC(=O)SC=CC(=O)O, CN(C)C=O, Cc1ccccc1, O=C(Cl)C(=O)Cl. Yields the product CC(=O)SC=CC(=O)Cl. As a reaction SMILES: [C:1]([CH3:2])(=[O:3])[S:4][CH:5]=[CH:6][C:7](=[O:8])[OH:9].[CH3:10][N:11]([CH3:12])[CH:13]=[O:14].[CH3:21][c:22]1[cH:23][cH:24][cH:25][cH:26][cH:27]1.[Cl:15][C:16]([C:17]([Cl:18])=[O:19])=[O:20]>>[C:1]([CH3:2])(=[O:3])[S:4][CH:5]=[CH:6][C:7](=[O:9])[Cl:15].